Dataset: the Open Reaction Database (ORD), a public repository of structured organic reaction records. Task: describe an organic reaction: reactants, conditions, products, and yield Reactants: reaction solution, P(=O)([O-])([O-])[O-].[K+].[K+].[K+] (potassium phosphate), N1C=C(C2=CC=CC=C12)CC#N (3-indoleacetonitrile). Product: N1C=C(C2=CC=CC=C12)CC(=O)N (3-indoleacetamide). RXN SMILES: P([O-])([O-])([O-])=[O:2].[K+].[K+].[K+].[NH:9]1[C:17]2[C:12](=[CH:13][CH:14]=[CH:15][CH:16]=2)[C:11]([CH2:18][C:19]#[N:20])=[CH:10]1>>[NH:9]1[C:17]2[C:12](=[CH:13][CH:14]=[CH:15][CH:16]=2)[C:11]([CH2:18][C:19]([NH2:20])=[O:2])=[CH:10]1 |f:0.1.2.3|. Reported procedure: The suspension of the bacterial cells (corresponding t 25 to 5.92 mg of the dry cells) obtained in Example 8 was added to 4 ml of the reaction solution containing 10 mM of a potassium phosphate buffer (pH 8.0) and 4 M of 3-indoleacetonitrile, and the reaction was conducted at 25° C. After 24 hours from the initiation of the reaction, 4 M (697 g/lit.) of 3-indoleacetamide was produced with a 100% conversion. The yield is 98.0%. The product is CC([C@@H](C(=O)OC)N1C(C2=CC(=CC=C2C1)C1=CC=C(C=C1)NC(=O)NC1=C(C=CC=C1)OC1=CC=CC=C1)=O)C ((S)-Methyl 3-methyl-2-(1-oxo-6-(4-(3-(2-phenoxyphenyl)ureido)phenyl)isoindolin-2-yl)butanoate). The reactants are compound, NC1=CC=C(C=C1)C1=CC=C2CN(C(C2=C1)=O)[C@H](C(=O)OC)C(C)C ((S)-Methyl 2-(6-(4-aminophenyl)-1-oxoisoindolin-2-yl)-3-methylbutanoate), O(C1=CC=CC=C1)C1=C(C=CC=C1)N=C=O (2-phenoxy phenyl isocyanate). Reported procedure: The compound of example 47 was prepared analogous to compound of example 7 by reaction of compound of example 6 with 2-phenoxy phenyl isocyanate. Reaction SMILES: [NH2:1][C:2]1[CH:7]=[CH:6][C:5]([C:8]2[CH:16]=[C:15]3[C:11]([CH2:12][N:13]([C@@H:18]([CH:23]([CH3:25])[CH3:24])[C:19]([O:21][CH3:22])=[O:20])[C:14]3=[O:17])=[CH:10][CH:9]=2)=[CH:4][CH:3]=1.[O:26]([C:33]1[CH:38]=[CH:37][CH:36]=[CH:35][C:34]=1[N:39]=[C:40]=[O:41])[C:27]1[CH:32]=[CH:31][CH:30]=[CH:29][CH:28]=1>>[CH3:24][CH:23]([CH3:25])[C@H:18]([N:13]1[CH2:12][C:11]2[C:15](=[CH:16][C:8]([C:5]3[CH:4]=[CH:3][C:2]([NH:1][C:40]([NH:39][C:34]4[CH:35]=[CH:36][CH:37]=[CH:38][C:33]=4[O:26][C:27]4[CH:32]=[CH:31][CH:30]=[CH:29][CH:28]=4)=[O:41])=[CH:7][CH:6]=3)=[CH:9][CH:10]=2)[C:14]1=[O:17])[C:19]([O:21][CH3:22])=[O:20].